Dataset: the Open Reaction Database (ORD), a public repository of structured organic reaction records. Task: describe an organic reaction: reactants, conditions, products, and yield Reactants: BrCC=1C=C(C(=O)OC)C=C(N1)Cl (methyl 2-(bromomethyl)-6-chloroisonicotinate), C(C)(=O)[O-].[Na+] (sodium acetate). The solvent is CN(C(C)=O)C (N,N-dimethylacetamide), O (water). Conditions: temperature 120 celsius, time 2 hour. The product is C(C)(=O)OCC=1C=C(C(=O)O)C=C(N1)Cl (2-(acetoxymethyl)-6-chloroisonicotinic acid), crude product. Reaction SMILES: Br[CH2:2][C:3]1[CH:4]=[C:5]([CH:10]=[C:11]([Cl:13])[N:12]=1)[C:6]([O:8]C)=[O:7].[C:14]([O-:17])(=[O:16])[CH3:15].[Na+]>CN(C)C(=O)C.O>[C:14]([O:17][CH2:2][C:3]1[CH:4]=[C:5]([CH:10]=[C:11]([Cl:13])[N:12]=1)[C:6]([OH:8])=[O:7])(=[O:16])[CH3:15] |f:1.2|. Reported procedure: A mixture of methyl 2-(bromomethyl)-6-chloroisonicotinate and sodium acetate in N,N-dimethylacetamide is stirred at 120° C. for 2 hours. The mixture is cooled to room temperature and diluted with water (50 mL). The mixture is washed with ethyl acetate/toluene (2:1, 80 mL×2). Water layer is acidified (to pH 4) by the addition of 2M hydrochloric acid, extracted with ethyl acetate (80 mL×2), dried over sodium sulfate. The organic solvent is removed under reduced pressure to give the title compound ...